The task is: describe an organic reaction: reactants, conditions, products, and yield. This data is from the Open Reaction Database (ORD), a public repository of structured organic reaction records. The reactants are C=C[C@H]1CN2CC[C@H]1C[C@@H]2[C@H](C=3C=CN=C4C3C=CC=C4)O (cinchonine), ClC1=CC=C(C(=O)C2=NC=CC=C2)C=C1 (2-(4-chlorobenzoyl)pyridine), O1CCCC1 (tetrahydrofuran), Cl (HCl), N1=CC=CC=C1 (pyridine), O1CCCC1 (tetrahydrofuran). Run at time 10 minute. Yields the product OC(CC(=O)OC(C)(C)C)(C1=NC=CC=C1)C1=CC=C(C=C1)Cl (tert-butyl 3-hydroxy-3-(4-chlorophenyl)-3-(pyridin-2-yl)propionate). The yield is 81.0%. Reaction SMILES: C=C[C@@H]1[C@@H:8]2[CH2:9][C@H:10]([C@@H:11]([OH:22])[C:12]3[CH:13]=[CH:14]N=C4C=C[CH:19]=[CH:18][C:17]=34)[N:5]([CH2:6][CH2:7]2)C1.N1C=CC=C[CH:24]=1.ClC1C=C[C:33]([C:34]([C:36]2C=CC=CN=2)=[O:35])=CC=1.[ClH:44].[O:45]1CC[CH2:47][CH2:46]1>>[OH:22][C:11]([C:12]1[CH:17]=[CH:18][C:19]([Cl:44])=[CH:14][CH:13]=1)([C:10]1[CH:9]=[CH:8][CH:7]=[CH:6][N:5]=1)[CH2:47][C:46]([O:35][C:34]([CH3:33])([CH3:36])[CH3:24])=[O:45]. Procedure details: Under argon atmosphere, cinchonine (440 mg, 1.0 mmol) was suspended in tetrahydrofuran (absolute, 2.0 mL), and to this suspension was added a Reformatsky reagent (0.5 M; 8.0 mL, 4.0 mmol) dropwise under ice-cooling. After stirring for 10 minutes, pyridine (0.30 mL, 2 mmol) was added thereto dropwise. After stirring for 20 minutes under ice-cooling, the mixture was cooled to −400° C. A solution of 2-(4-chlorobenzoyl)pyridine (218mg, 1.0 mmol) in tetrahydrofuran (absolute, 4.0 mL) was added dropwi... Product: O=C(Nc1ccccc1)c1ccccn1. Reaction SMILES: [C:1]([c:2]1[nH:3][cH:4][cH:5][n:6]1)([c:7]1[nH:8][cH:9][cH:10][n:11]1)=[O:12].[CH3:31][N:32]([CH3:33])[CH:34]=[O:35].[NH2:22][c:23]1[cH:24][cH:25][cH:26][cH:27][cH:28]1.[Na+:30].[OH-:29].[OH2:36].[OH:13][C:14](=[O:15])[c:16]1[cH:17][cH:18][cH:19][cH:20][n:21]1>>[C:14](=[O:15])([c:16]1[cH:17][cH:18][cH:19][cH:20][n:21]1)[NH:22][c:23]1[cH:24][cH:25][cH:26][cH:27][cH:28]1. Reactants: O=C(c1ncc[nH]1)c1ncc[nH]1, CN(C)C=O, Nc1ccccc1, [Na+], [OH-], O, O=C(O)c1ccccn1. The reactants are C1=2C(=O)OC(NC1=CC=CC2)=O (isatoic anhydride), C(CCCCC)Br (hexyl bromide). Product: C(CCCCC)C12C(=O)OC(NC1C=CC=C2)=O (1-hexyl-isatoic anhydride). As a reaction SMILES: [C:1]12[C:7](=[CH:8][CH:9]=[CH:10][CH:11]=1)[NH:6][C:5](=[O:12])[O:4][C:2]2=[O:3].[CH2:13](Br)[CH2:14][CH2:15][CH2:16][CH2:17][CH3:18]>>[CH2:13]([C:1]12[CH:11]=[CH:10][CH:9]=[CH:8][CH:7]1[NH:6][C:5](=[O:12])[O:4][C:2]2=[O:3])[CH2:14][CH2:15][CH2:16][CH2:17][CH3:18]. Procedure: Following the procedure of Step (2) of Preparation A, isatoic anhydride was reacted with hexyl bromide to produce 1-hexyl-isatoic anhydride. The reactants are C#Cc1ccc(OCc2ccccc2)cc1, C1CCOC1, CCCC[SnH](CCCC)CCCC. The product is C=C(c1ccc(OCc2ccccc2)cc1)[Sn](CCCC)(CCCC)CCCC. Reaction SMILES: [CH2:1]([c:2]1[cH:3][cH:4][cH:5][cH:6][cH:7]1)[O:8][c:9]1[cH:10][cH:11][c:12]([C:15]#[CH:16])[cH:13][cH:14]1.[CH2:30]1[O:31][CH2:32][CH2:33][CH2:34]1.[CH3:17][CH2:18][CH2:19][CH2:20][SnH:21]([CH2:22][CH2:23][CH2:24][CH3:25])[CH2:26][CH2:27][CH2:28][CH3:29]>>[CH2:1]([c:2]1[cH:3][cH:4][cH:5][cH:6][cH:7]1)[O:8][c:9]1[cH:10][cH:11][c:12]([C:15](=[CH2:16])[Sn:21]([CH2:20][CH2:19][CH2:18][CH3:17])([CH2:22][CH2:23][CH2:24][CH3:25])[CH2:26][CH2:27][CH2:28][CH3:29])[cH:13][cH:14]1. Starting materials: O=C1COC2=C(N1)C=C(C=C2)C(=N)N (3-Oxo-3,4-dihydro-2H-benzo[1,4]oxazine-6-carboxamidine), C(C)(=O)O (acetic acid), C(C)(C)(C)OC(=O)N1C(CCCC1)C(=O)NN (2-Hydrazinocarbonyl-piperidine-1-carboxylic acid tert-butyl ester). The solvent is CN(C)C=O (DMF). Run at temperature 120 celsius. Product: N1C(CCCC1)C1=NC(=NN1)C=1C=CC2=C(NC(CO2)=O)C1 (6-(5-Piperidin-2-yl-1H-[1,2,4]triazol-3-yl)-4H-benzo[1,4]oxazin-3-one). Reaction SMILES: C(OC([N:8]1[CH2:13][CH2:12][CH2:11][CH2:10][CH:9]1[C:14]([NH:16][NH2:17])=O)=O)(C)(C)C.[O:18]=[C:19]1[NH:24][C:23]2[CH:25]=[C:26]([C:29](N)=[NH:30])[CH:27]=[CH:28][C:22]=2[O:21][CH2:20]1.C(O)(=O)C>CN(C=O)C>[NH:8]1[CH2:13][CH2:12][CH2:11][CH2:10][CH:9]1[C:14]1[NH:16][N:17]=[C:29]([C:26]2[CH:27]=[CH:28][C:22]3[O:21][CH2:20][C:19](=[O:18])[NH:24][C:23]=3[CH:25]=2)[N:30]=1. Procedure: 1.5 mmol of 2-Hydrazinocarbonyl-piperidine-1-carboxylic acid tert-butyl ester were dissolved in 3 ml DMF. 1 eq of 3-Oxo-3,4-dihydro-2H-benzo[1,4]oxazine-6-carboxamidine and 90 ul acetic acid were added and the reaction mixture heated to 120° C. overnight. The solvent was evaporated and the crude extracted from ethylacetate/water. The resulting oil was taken up in 15 ml DCM and treated with 3 ml TFA. The reaction mixture was reduced to dryness. The reactants are CC(C)(C)NCC(C=1C=CC(=C(C1)CO)O)O (albuterol), (R)-4-benzyl albuterol, [H][H] (hydrogen), Cl (HCl), CCOCC (ether). Reagents/catalysts: [Pd] (Pd/C). The solvent is C(C)O (ethanol), C(C)(C)(C)OC (methyl t-butyl ether), C(C)O (ethanol). Run at time 30 minute. Yields the product CC(C)(C)NC[C@@H](C1=CC(=C(C=C1)O)CO)O.Cl ((R)-albuterol hydrochloride). Isolated yield 83.5%. As a reaction SMILES: [H][H].[CH3:3][C:4]([NH:7][CH2:8][CH:9]([OH:19])[C:10]1[CH:11]=[CH:12][C:13]([OH:18])=[C:14]([CH2:16][OH:17])[CH:15]=1)([CH3:6])[CH3:5].[ClH:20].CCOCC>C(O)C.[Pd].C(OC)(C)(C)C>[CH3:6][C:4]([NH:7][CH2:8][C@H:9]([OH:19])[C:10]1[CH:11]=[CH:12][C:13]([OH:18])=[C:14]([CH2:16][OH:17])[CH:15]=1)([CH3:3])[CH3:5].[ClH:20] |f:7.8|. Procedure details: A mixture of (R)-4-benzyl albuterol from Example-3 (6.6 g, 20 mmol) and 10% Pd/C (1.32 g) in 50 mL of ethanol (denatured with 5 vol % 2-propanol) is shaken on a Parr-hydrogenator under 50 psi of hydrogen at room temperature for 2-3 hours. The catalyst is removed by filtration and the filtrate is concentrated to give crude (R)-albuterol (compound IIIa). The crude albuterol (20 mmol) is dissolved in 20 mL of ethanol and treated with anhydrous HCl in ether (1.0M, 19 mL, 0.95 eq) at 0°-5° C. After 3... Reactants: CC(C)(C)[Si](OCC1=CC(=C(C=C1)C1=C(C=CC(=C1)OC)F)C(C(C)C)(C(C)C)O)(C)C (3-(4-((((1,1-Dimethylethyl)(dimethyl)silyl)oxy)methyl)-2′-fluoro-5′-(methyloxy)-1,1′-biphenyl-2-yl)-2,4-dimethyl-3-pentanol), CN(C)C=O (DMF), S(=O)(Cl)Cl (thionyl chloride). Solvent: C(Cl)Cl (DCM). Reaction conditions: time 1.5 hour. Yields the product ClCC1=CC(=C(C=C1)C1=C(C=CC(=C1)OC)F)C(C(C)C)(C(C)C)O (3-(4-(Chloromethyl)-2′-fluoro-5′-(methyloxy)-1,1′-biphenyl-2-yl)-2,4-dimethyl-3-pentanol). Yield: 109.6%. RXN SMILES: CC([Si](C)(C)O[CH2:7][C:8]1[CH:13]=[CH:12][C:11]([C:14]2[CH:19]=[C:18]([O:20][CH3:21])[CH:17]=[CH:16][C:15]=2[F:22])=[C:10]([C:23]([OH:30])([CH:27]([CH3:29])[CH3:28])[CH:24]([CH3:26])[CH3:25])[CH:9]=1)(C)C.CN(C=O)C.S(Cl)([Cl:40])=O>C(Cl)Cl>[Cl:40][CH2:7][C:8]1[CH:13]=[CH:12][C:11]([C:14]2[CH:19]=[C:18]([O:20][CH3:21])[CH:17]=[CH:16][C:15]=2[F:22])=[C:10]([C:23]([OH:30])([CH:27]([CH3:29])[CH3:28])[CH:24]([CH3:26])[CH3:25])[CH:9]=1. Procedure: To a stirred solution of 69.19B (0.050 g, 0.1 mmol) in DCM (2.00 mL) at 23° C. was added DMF (0.0008 mL) followed by thionyl chloride (0.01 mL, 0.2 mmol). The reaction was then stirred for 1.5 hours and then concentrated in vacuo. The product was purified on silica gel (0-10% EtOAc in hexanes) to yield 69.19C as a colorless oil (0.04 g, 100% yield). The reactants are ClC=1C(=NC=CC1)C1=CC2=C(C(=NS2(=O)=O)O)C=C1 (6-(3-chloropyridin-2-yl)-1,2-benzisothiazol-3-ol 1,1-dioxide), FC(S(=O)(=O)C1=CC=C(C=C1)N)(F)F (4-trifluoromethanesulfonyl-phenylamine), C(C)(C)(C)C1=CC=C(N)C=C1 (4-tert-butylaniline). The product is N1=C(N=CC=C1)C1=CC2=C(C(=NS2(=O)=O)NC2=CC=C(C=C2)S(=O)(=O)C(F)(F)F)C=C1 (6-pyrimidin-2-yl-N-{4-[(trifluoromethyl)sulfonyl]phenyl}-1,2-benzisothiazol-3-amine 1,1-dioxide). RXN SMILES: ClC1[C:3]([C:8]2[CH:19]=[CH:18][C:11]3[C:12](O)=[N:13][S:14](=[O:16])(=[O:15])[C:10]=3[CH:9]=2)=[N:4][CH:5]=[CH:6][CH:7]=1.[F:20][C:21]([F:33])([F:32])[S:22]([C:25]1[CH:30]=[CH:29][C:28]([NH2:31])=[CH:27][CH:26]=1)(=[O:24])=[O:23].C(C1C=CC([NH2:42])=CC=1)(C)(C)C>>[N:42]1[CH:7]=[CH:6][CH:5]=[N:4][C:3]=1[C:8]1[CH:19]=[CH:18][C:11]2[C:12]([NH:31][C:28]3[CH:27]=[CH:26][C:25]([S:22]([C:21]([F:32])([F:20])[F:33])(=[O:23])=[O:24])=[CH:30][CH:29]=3)=[N:13][S:14](=[O:15])(=[O:16])[C:10]=2[CH:9]=1. Reported procedure: The title product was prepared using the procedure as described in Example 1C, substituting the product of Example 24A for the product of Example 1B, and substituting 4-trifluoromethanesulfonyl-phenylamine for 4-tert-butylaniline. 1H NMR (300 MHz, DMSO-d6) δ 7.63 (t, J=4.9 Hz, 1H), 8.29 (m, 2H), 8.39 (m, 2H), 8.70 (d, J=8.1 Hz, 1H), 8.86 (s, 1H), 8.95 (dd, J=8.1, 1.4 Hz, 1H), 9.05 (d, J=5.1 Hz, 2H), 11.46 (s, 1H). The reactants are ClC1=C(COCCN(C(NC=2SC(=CN2)SCC(C(=O)O)(C)C)=O)[C@@H]2CC[C@H](CC2)C)C=CC=C1 (3-{2-[3-[2-(2-chloro-benzyloxy)-ethyl]-3-(trans-4-methyl-cyclohexyl)-ureido]-thiazol-5-ylsulfanyl}-2,2-dimethyl-propionic acid), BrCC1=C(C=C(C=C1)F)Cl (1-bromomethyl-2-chloro-4-fluoro-benzene), C(C)OC(C(CSC1=CN=C(S1)N)(C)C)=O (3-(2-amino-thiazol-5-ylsulfanyl)-2,2-dimethyl-propionic acid ethyl ester). The product is ClC1=C(COCCN(C(NC=2SC(=CN2)SCC(C(=O)O)(C)C)=O)[C@@H]2CC[C@H](CC2)C)C=CC(=C1)F (3-{2-[3-[2-(2-Chloro-4-fluoro-benzyloxy)-ethyl]-3-(trans-4-methyl-cyclohexyl)-ureido]-thiazol-5-ylsulfanyl}-2,2-dimethyl-propionic acid). As a reaction SMILES: [Cl:1][C:2]1[CH:35]=[CH:34][CH:33]=[CH:32][C:3]=1[CH2:4][O:5][CH2:6][CH2:7][N:8]([C@H:25]1[CH2:30][CH2:29][C@H:28]([CH3:31])[CH2:27][CH2:26]1)[C:9](=[O:24])[NH:10][C:11]1[S:12][C:13]([S:16][CH2:17][C:18]([CH3:23])([CH3:22])[C:19]([OH:21])=[O:20])=[CH:14][N:15]=1.BrCC1C=CC([F:44])=CC=1Cl.C(OC(=O)C(C)(C)CSC1SC(N)=NC=1)C>>[Cl:1][C:2]1[CH:35]=[C:34]([F:44])[CH:33]=[CH:32][C:3]=1[CH2:4][O:5][CH2:6][CH2:7][N:8]([C@H:25]1[CH2:30][CH2:29][C@H:28]([CH3:31])[CH2:27][CH2:26]1)[C:9](=[O:24])[NH:10][C:11]1[S:12][C:13]([S:16][CH2:17][C:18]([CH3:22])([CH3:23])[C:19]([OH:21])=[O:20])=[CH:14][N:15]=1. Procedure details: The compound was prepared following an analogous procedure to the one described for the synthesis of 3-{2-[3-[2-(2-chloro-benzyloxy)-ethyl]-3-(trans-4-methyl-cyclohexyl)-ureido]-thiazol-5-ylsulfanyl}-2,2-dimethyl-propionic acid using 1-bromomethyl-2-chloro-4-fluoro-benzene and 3-(2-amino-thiazol-5-ylsulfanyl)-2,2-dimethyl-propionic acid ethyl ester. Starting materials: CNCCCC (N-methyl-n-butylamine), ClCCCCCS(=O)(=O)Cl (5-chloropentanesulfonyl chloride). The product is C(CCC)N(S(=O)(=O)CCCCCCl)C (N-n-butyl-N-methyl-5-chloropentanesulfonamide). The yield is 92.8%. RXN SMILES: [CH3:1][NH:2][CH2:3][CH2:4][CH2:5][CH3:6].[Cl:7][CH2:8][CH2:9][CH2:10][CH2:11][CH2:12][S:13](Cl)(=[O:15])=[O:14]>>[CH2:3]([N:2]([CH3:1])[S:13]([CH2:12][CH2:11][CH2:10][CH2:9][CH2:8][Cl:7])(=[O:15])=[O:14])[CH2:4][CH2:5][CH3:6]. Procedure details: The reaction was carried out in the same manner as in Preparation Example 11 except for using N-methyl-n-butylamine (5.75g, 66 mmol) in place of diethylamine, and 5-chloropentanesulfonyl chloride (6.15g, 30 mmol) in place of 6-chlorohexanesulfonyl chloride in Preparation Example 11, to give N-n-butyl-N-methyl-5-chloropentanesulfonamide (7.12 g) as a pale yellow oil.